Dataset: the Open Reaction Database (ORD), a public repository of structured organic reaction records. Task: describe an organic reaction: reactants, conditions, products, and yield Starting materials: CC(CC=O)CCC=C(C)C (3,7-dimethyloct-6-enal), (ethylenediamine)[1,2-bis(diphenylphosphino) ethane]ruthenium(bisbenzoate). Solvent: CCCCCCC (heptane). Run at temperature 90 celsius. The product is CC(CCO)CCC=C(C)C (3,7-dimethyloct-6-en-1-ol). RXN SMILES: [CH3:1][CH:2]([CH2:6][CH2:7][CH:8]=[C:9]([CH3:11])[CH3:10])[CH2:3][CH:4]=[O:5]>CCCCCCC>[CH3:1][CH:2]([CH2:6][CH2:7][CH:8]=[C:9]([CH3:10])[CH3:11])[CH2:3][CH2:4][OH:5]. Procedure details: 3,7-dimethyloct-6-enal (154 g, 1 mol.), heptane (154 g, 100 wt. %, technical grade) and (ethylenediamine)[1,2-bis(diphenylphosphino) ethane]ruthenium(bisbenzoate) (26.5 mg, 0.033 mmol, 0.0033 mol.%) were loaded altogether in a 11 autoclave equipped with a mechanical stirring device. Sealed autoclave was then purged under stirring with nitrogen (3 times 5 bars) and hydrogen (3 times 5 bars) before being pressurized to 30 bars hydrogen. It was then heated to 90° C. and hydrogen pressure was mainta... Starting materials: C(C)OC(C(=O)OCC)=O (diethyloxalate), ClC1=CC(=C(C=C1)I)Cl (1,3-dichloro-4-iodobenzene), [NH4+].[Cl-] (NH4Cl), [Mg] (magnesium). Reagents/catalysts: C(C)Br (ethyl bromide), C(C)Br (ethyl bromide). Solvent: C(C)OCC (ethyl ether), C(C)OCC (ethyl ether), C(C)OCC (ethyl ether). Conditions: temperature -70 celsius. Yields the product C(C)OC(C(=O)C1=C(C=C(C=C1)Cl)Cl)=O ((2,4-dichloro-phenyl)-oxo-acetic acid ethyl ester). Yield: 80.1%. RXN SMILES: [Mg].[Cl:2][C:3]1[CH:8]=[CH:7][C:6](I)=[C:5]([Cl:10])[CH:4]=1.[CH2:11]([O:13][C:14](=[O:20])[C:15](OCC)=[O:16])[CH3:12].[NH4+].[Cl-]>C(OCC)C.C(Br)C>[CH2:11]([O:13][C:14](=[O:20])[C:15]([C:6]1[CH:7]=[CH:8][C:3]([Cl:2])=[CH:4][C:5]=1[Cl:10])=[O:16])[CH3:12] |f:3.4|. Procedure details: A suspension of magnesium (6.7 g; 0.275 moles) in ethyl ether (125 ml) under stirring and nitrogen flow was added with ethyl bromide (180 mg). A solution of 1,3-dichloro-4-iodobenzene (50 g; 0.183 moles) and ethyl bromide (180 mg) in ethyl ether (100 ml) was dropped in about 1 hour keeping the temperature at 15-20° C. The suspension was stirred for further 2 hours. After decanting the magnesium in excess, the solution was dropped in about 1 hour in a solution of diethyloxalate (29.32 g; 0.2 mole... Reactants: NC1=NC=CC=C1N (2,3-diaminopyridine), COC1=C(C(=O)O)C=C(C=C1)NS(=O)(=O)C (2-methoxy-5-methanesulfonylamino-benzoic acid). Yields the product COC1=C(C=C(C=C1)NS(=O)(=O)C)C=1NC=2C(=NC=CC2)N1 (2-(2'-Methoxy-5'-methanesulfonylamino-phenyl)-imidazo[4,5-b]pyridine). As a reaction SMILES: [NH2:1][C:2]1[C:7]([NH2:8])=[CH:6][CH:5]=[CH:4][N:3]=1.[CH3:9][O:10][C:11]1[CH:19]=[CH:18][C:17]([NH:20][S:21]([CH3:24])(=[O:23])=[O:22])=[CH:16][C:12]=1[C:13](O)=O>>[CH3:9][O:10][C:11]1[CH:19]=[CH:18][C:17]([NH:20][S:21]([CH3:24])(=[O:23])=[O:22])=[CH:16][C:12]=1[C:13]1[NH:8][C:7]2[C:2]([N:1]=1)=[N:3][CH:4]=[CH:5][CH:6]=2. Procedure: Prepared analogously to Example 14 from 2,3-diaminopyridine and 2-methoxy-5-methanesulfonylamino-benzoic acid,